From a dataset of the Open Reaction Database (ORD), a public repository of structured organic reaction records. describe an organic reaction: reactants, conditions, products, and yield The reactants are C(=O)([O-])[O-].[Na+].[Na+] (Na2CO3), [I-].C1(=CC=CC=C1)CC(=O)NC1[C@@H]2N(C(=C(CS2)C[P+](C2=CC=CC=C2)(C2=CC=CC=C2)C2=CC=CC=C2)C(=O)OC(C2=CC=CC=C2)C2=CC=CC=C2)C1=O (benzhydryl 7-phenylacetamido-3-(triphenylphosphonio)methyl-3-cephem-4-carboxylate iodide). Solvent: O (water), C(Cl)Cl (methylene chloride). Run at time 15 minute. Product: C1(=CC=CC=C1)CC(=O)NC1[C@@H]2N(C(=C(CS2)C=P(C2=CC=CC=C2)(C2=CC=CC=C2)C2=CC=CC=C2)C(=O)OC(C2=CC=CC=C2)C2=CC=CC=C2)C1=O (Benzhydryl 7-phenylacetamido-3-[(triphenylphosphoranylidene)methyl]-3-cephem-4-carboxylate). RXN SMILES: C([O-])([O-])=O.[Na+].[Na+].[I-].[C:8]1([CH2:14][C:15]([NH:17][CH:18]2[C:61](=[O:62])[N:20]3[C:21]([C:45]([O:47][CH:48]([C:55]4[CH:60]=[CH:59][CH:58]=[CH:57][CH:56]=4)[C:49]4[CH:54]=[CH:53][CH:52]=[CH:51][CH:50]=4)=[O:46])=[C:22]([CH2:25][P+:26]([C:39]4[CH:44]=[CH:43][CH:42]=[CH:41][CH:40]=4)([C:33]4[CH:38]=[CH:37][CH:36]=[CH:35][CH:34]=4)[C:27]4[CH:32]=[CH:31][CH:30]=[CH:29][CH:28]=4)[CH2:23][S:24][C@H:19]23)=[O:16])[CH:13]=[CH:12][CH:11]=[CH:10][CH:9]=1>O.C(Cl)Cl>[C:8]1([CH2:14][C:15]([NH:17][CH:18]2[C:61](=[O:62])[N:20]3[C:21]([C:45]([O:47][CH:48]([C:55]4[CH:56]=[CH:57][CH:58]=[CH:59][CH:60]=4)[C:49]4[CH:50]=[CH:51][CH:52]=[CH:53][CH:54]=4)=[O:46])=[C:22]([CH:25]=[P:26]([C:27]4[CH:28]=[CH:29][CH:30]=[CH:31][CH:32]=4)([C:33]4[CH:38]=[CH:37][CH:36]=[CH:35][CH:34]=4)[C:39]4[CH:44]=[CH:43][CH:42]=[CH:41][CH:40]=4)[CH2:23][S:24][C@H:19]23)=[O:16])[CH:9]=[CH:10][CH:11]=[CH:12][CH:13]=1 |f:0.1.2,3.4|. Reported procedure: 14.0 g (0.132 mol) of Na2CO3, dissolved in 150 ml of water, are added to a suspension of 78.0 g (0.088 mol) of benzhydryl 7-phenylacetamido-3-(triphenylphosphonio)methyl-3-cephem-4-carboxylate iodide (Example 7) in 400 ml of methylene chloride and the mixture is stirred vigorously at room temperature for 15 minutes. The CH2Cl2 layer is separated off, the aqueous phase is extracted again with 200 ml of CH2Cl2 and the combined organic phases are dried over sodium sulphate. The methylene chloride p... The reactants are FC=1C=C(C=CC1C=1SC2=NC(=CC=C2N1)C1(CC1)C1=CC=CC=C1)CCN (2-(3-Fluoro-4-(5-(1-phenylcyclopropyl)thiazolo[5,4-b]pyridin-2-yl)phenyl)-ethanamine), C(C)(=O)Cl (acetyl chloride). Solvent: C(Cl)Cl (DCM), C1CCOC1 (THF). Conditions: time 2 hour. Product: FC=1C=C(C=CC1C=1SC2=NC(=CC=C2N1)C1(CC1)C1=CC=CC=C1)CCNC(C)=O (N-(2-(3-fluoro-4-(5-(1-phenylcyclopropyl)[1,3]thiazolo[5,4-b]pyridin-2-yl)phenyl)ethyl)acetamide). RXN SMILES: [F:1][C:2]1[CH:3]=[C:4]([CH2:26][CH2:27][NH2:28])[CH:5]=[CH:6][C:7]=1[C:8]1[S:9][C:10]2[C:15]([N:16]=1)=[CH:14][CH:13]=[C:12]([C:17]1([C:20]3[CH:25]=[CH:24][CH:23]=[CH:22][CH:21]=3)[CH2:19][CH2:18]1)[N:11]=2.[C:29](Cl)(=[O:31])[CH3:30]>C1COCC1.C(Cl)Cl>[F:1][C:2]1[CH:3]=[C:4]([CH2:26][CH2:27][NH:28][C:29](=[O:31])[CH3:30])[CH:5]=[CH:6][C:7]=1[C:8]1[S:9][C:10]2[C:15]([N:16]=1)=[CH:14][CH:13]=[C:12]([C:17]1([C:20]3[CH:21]=[CH:22][CH:23]=[CH:24][CH:25]=3)[CH2:18][CH2:19]1)[N:11]=2. Reported procedure: 2-(3-Fluoro-4-(5-(1-phenylcyclopropyl)thiazolo[5,4-b]pyridin-2-yl)phenyl)-ethanamine (90 mg, 0.23 mmol) was dissolved in THF (2.3 mL) before acetyl chloride (33 μl, 0.462 mmol) was added and stirred at ambient temperature for 2 h. The reaction mixture was diluted with 100 mL of DCM, added to a separatory funnel, partitioned with sodium bicarbonate (saturated, aqueous), washed 2 times with 75 mL of sodium bicarbonate (saturated, aqueous), separated, dried over sodium sulfate, and concentrated via... Reactants: O=C(O)c1ccc(Br)o1, O=C(c1ncc[nH]1)c1ncc[nH]1, NCc1ncc(C(F)(F)F)cc1Cl, ClCCl. Yields the product O=C(NCc1ncc(C(F)(F)F)cc1Cl)c1ccc(Br)o1. RXN SMILES: [Br:1][c:2]1[cH:3][cH:4][c:5]([C:7](=[O:8])[OH:9])[o:6]1.[C:10]([c:11]1[nH:12][cH:13][cH:14][n:15]1)([c:16]1[nH:17][cH:18][cH:19][n:20]1)=[O:21].[Cl:22][c:23]1[c:24]([CH2:33][NH2:34])[n:25][cH:26][c:27]([C:29]([F:30])([F:31])[F:32])[cH:28]1.[Cl:35][CH2:36][Cl:37]>>[Br:1][c:2]1[cH:3][cH:4][c:5]([C:7](=[O:9])[NH:34][CH2:33][c:24]2[c:23]([Cl:22])[cH:28][c:27]([C:29]([F:30])([F:31])[F:32])[cH:26][n:25]2)[o:6]1. The reactants are CC(C)NC(=O)NS(=O)(=O)C=1C(=NC(=NC1)SC)NC1=CC(=CC=C1)C (N-[[(1-Methylethyl)amino]carbonyl]-4-[(3-methylphenyl)amino]-2-(methylthio)-5-pyrimidinesulfonamide), ClC=1C=C(C(=O)OO)C=CC1 (m-chloroperoxybenzoic acid). Solvent: C(Cl)Cl (methylene chloride). Product: CC(C)NC(=O)NS(=O)(=O)C=1C(=NC(=NC1)S(=O)C)NC1=CC(=CC=C1)C (N-[[(1-Methylethyl)amino]carbonyl]-4-[(3-methylphenyl)amino]-2-(methylsulfinyl)-5-pyrimidinesulfonamide). The yield is 80.8%. RXN SMILES: [CH3:1][CH:2]([NH:4][C:5]([NH:7][S:8]([C:11]1[C:12]([NH:19][C:20]2[CH:25]=[CH:24][CH:23]=[C:22]([CH3:26])[CH:21]=2)=[N:13][C:14]([S:17][CH3:18])=[N:15][CH:16]=1)(=[O:10])=[O:9])=[O:6])[CH3:3].ClC1C=C(C=CC=1)C(OO)=[O:32]>C(Cl)Cl>[CH3:3][CH:2]([NH:4][C:5]([NH:7][S:8]([C:11]1[C:12]([NH:19][C:20]2[CH:25]=[CH:24][CH:23]=[C:22]([CH3:26])[CH:21]=2)=[N:13][C:14]([S:17]([CH3:18])=[O:32])=[N:15][CH:16]=1)(=[O:10])=[O:9])=[O:6])[CH3:1]. Procedure details: N-[[(1-Methylethyl)amino]carbonyl]-4-[(3-methylphenyl)amino]-2-(methylthio)-5-pyrimidinesulfonamide (4.46 g, 11.29 mmol) was suspended in methylene chloride (250 mL) and m-chloroperoxybenzoic acid (2.44 g, 11.29 mml) was added as a solid. The mixture was then stirred until it became homogeneous. The methylene chloride was removed under reduced pressure and the residue was triturated with hot tert-butyl methyl ether (100 mL). The beige solid was filtered, washed with tert-butyl methyl ether and d... The reactants are C(#N)[BH3-].[Na+] (sodium cyanoborohydride), NC=1C=C(C(O)C=2NC=CC2)C=CC1 (2-(3'-amino-α-hydroxybenzyl)pyrrole). The solvent is C(C)(=O)O (acetic acid), lower alkanol, CO (methanol). Reaction conditions: temperature -5 celsius, time 9.5 hour. The product is NC=1C=C(CC=2NC=CC2)C=CC1 (2-(3'-aminobenzyl)pyrrole), Formula 11. As a reaction SMILES: [NH2:1][C:2]1[CH:3]=[C:4]([CH:12]=[CH:13][CH:14]=1)[CH:5]([C:7]1[NH:8][CH:9]=[CH:10][CH:11]=1)O.C([BH3-])#N.[Na+]>CO.C(O)(=O)C>[NH2:1][C:2]1[CH:3]=[C:4]([CH:12]=[CH:13][CH:14]=1)[CH2:5][C:7]1[NH:8][CH:9]=[CH:10][CH:11]=1 |f:1.2|. Procedure: A 2-(3'-amino-α-hydroxybenzyl)pyrrole is dissolved in an inert organic solvent (such as a lower alkanol, preferably methanol), cooled to about -20° to 10° C., preferably -5° C., and treated with a molar excess of a reducing agent (such as sodium cyanoborohydride in glacial acetic acid). The reaction mixture is allowed to warm to about ambient temperature and is stirred for a period of about 0.5 to 36 hours, preferably 1 to 18 hours, and most preferably about 2 hours. The reaction is then quenche... Reactants: O=C1CC(C(F)(F)F)CC(=O)O1, CC(C)CN1C(=O)COc2cc(F)c(N)cc21. Product: CC(C)CN1C(=O)COc2cc(F)c(NC(=O)CC(CC(=O)O)C(F)(F)F)cc21. RXN SMILES: [F:18][C:19]([CH:20]1[CH2:21][C:22](=[O:23])[O:24][C:25](=[O:27])[CH2:26]1)([F:28])[F:29].[NH2:1][c:2]1[c:3]([F:17])[cH:4][c:5]2[c:6]([cH:16]1)[N:7]([CH2:12][CH:13]([CH3:14])[CH3:15])[C:8](=[O:11])[CH2:9][O:10]2>>[NH:1]([c:2]1[c:3]([F:17])[cH:4][c:5]2[c:6]([cH:16]1)[N:7]([CH2:12][CH:13]([CH3:14])[CH3:15])[C:8](=[O:11])[CH2:9][O:10]2)[C:25]([CH2:26][CH:20]([C:19]([F:18])([F:28])[F:29])[CH2:21][C:22](=[O:23])[OH:24])=[O:27]. The reactants are O=C([O-])O, CCOCC, [H-], O=C(Oc1ccc([N+](=O)[O-])cc1)N1CC(Oc2ccc(Br)cn2)C1, Nc1cccnn1, [Na+], [Na+], CN(C)C=O. Yields the product O=C(Nc1cccnn1)N1CC(Oc2ccc(Br)cn2)C1. RXN SMILES: [C:34](=[O:35])([OH:36])[O-:37].[CH3:44][CH2:45][O:46][CH2:47][CH3:48].[H-:1].[N+:10]([c:11]1[cH:12][cH:13][c:14]([O:19][C:20](=[O:15])[N:22]2[CH2:23][CH:24]([O:26][c:27]3[n:28][cH:29][c:30]([Br:33])[cH:31][cH:32]3)[CH2:25]2)[cH:16][cH:17]1)([O-:18])=[O:21].[NH2:3][c:4]1[n:5][n:6][cH:7][cH:8][cH:9]1.[Na+:2].[Na+:38].[O:39]=[CH:40][N:41]([CH3:42])[CH3:43]>>[NH:3]([c:4]1[n:5][n:6][cH:7][cH:8][cH:9]1)[C:20](=[O:19])[N:22]1[CH2:23][CH:24]([O:26][c:27]2[n:28][cH:29][c:30]([Br:33])[cH:31][cH:32]2)[CH2:25]1.